Dataset: the Open Reaction Database (ORD), a public repository of structured organic reaction records. Task: describe an organic reaction: reactants, conditions, products, and yield Reactants: Cl (hydrogen chloride), Cl.Cl.C(N)(=N)C1=CC2=C(SC(=C2)CC(C(=O)OCC)C2=CC=C(C=C2)O[C@@H]2CNCC2)C=C1 (ethyl 3-(5-amidinobenzo[b]thien-2-yl)-2-[4-[((3S)-3-pyrrolidinyl)oxy]phenyl]propionate dihydrochloride), C(C1=CC=CC=C1)#N (benzonitrile), Cl.C(C1=CC=CC=C1)(OCC)=N (ethyl benzimidate hydrochloride). Solvent: C(C)O (ethanol), C(C)N(CC)CC (triethylamine), C(C)O (ethanol). The product is Cl.Cl.C(N)(=N)C1=CC2=C(SC(=C2)CC(C(=O)OCC)C2=CC=C(C=C2)O[C@@H]2CN(CC2)C(C2=CC=CC=C2)=N)C=C1 (ethyl 3-(5-amidinobenzo[b]thien-2-yl)-2-[4-[((3S)-1-benzimidoyl-3-pyrrolidinyl)oxy]phenyl]propionate dihydrochloride). Reaction SMILES: [ClH:1].Cl.[C:3]([C:6]1[CH:33]=[CH:32][C:9]2[S:10][C:11]([CH2:13][CH:14]([C:20]3[CH:25]=[CH:24][C:23]([O:26][C@H:27]4[CH2:31][CH2:30][NH:29][CH2:28]4)=[CH:22][CH:21]=3)[C:15]([O:17][CH2:18][CH3:19])=[O:16])=[CH:12][C:8]=2[CH:7]=1)(=[NH:5])[NH2:4].Cl.[C:35](=[NH:45])(OCC)[C:36]1[CH:41]=[CH:40][CH:39]=[CH:38][CH:37]=1.C(#N)C1C=CC=CC=1.Cl>C(O)C.C(N(CC)CC)C>[ClH:1].[ClH:1].[C:3]([C:6]1[CH:33]=[CH:32][C:9]2[S:10][C:11]([CH2:13][CH:14]([C:20]3[CH:25]=[CH:24][C:23]([O:26][C@H:27]4[CH2:31][CH2:30][N:29]([C:35](=[NH:45])[C:36]5[CH:41]=[CH:40][CH:39]=[CH:38][CH:37]=5)[CH2:28]4)=[CH:22][CH:21]=3)[C:15]([O:17][CH2:18][CH3:19])=[O:16])=[CH:12][C:8]=2[CH:7]=1)(=[NH:4])[NH2:5] |f:0.1.2,3.4,9.10.11|. Reported procedure: 1.0 g of ethyl 3-(5-amidinobenzo[b]thien-2-yl)-2-[4-[((3S)-3-pyrrolidinyl)oxy]phenyl]propionate dihydrochloride was dissolved in 15 ml of ethanol. To this solution was added 773 mg of ethyl benzimidate hydrochloride which has been prepared by allowing benzonitrile to react with ethanol in the presence of hydrogen chloride. 631 mg of triethylamine was added to the thus prepared solution during stirring under ice cooling, and the mixture was warmed up to room temperature, and stirred for 18 hours.... Reaction SMILES: [C:1]1(=[O:30])[N:5]([CH2:6][CH2:7][C:8]2[C:16]3[C:11](=[CH:12][CH:13]=[C:14]([O:17][S:18]([C:21]([F:24])([F:23])[F:22])(=[O:20])=[O:19])[CH:15]=3)[NH:10][CH:9]=2)[C:4](=[O:25])[C:3]2=[CH:26][CH:27]=[CH:28][CH:29]=[C:2]12.[H-].[Na+].[C:33]1([CH3:43])[CH:38]=[CH:37][C:36]([S:39](Cl)(=[O:41])=[O:40])=[CH:35][CH:34]=1>C(#N)C>[C:4]1(=[O:25])[N:5]([CH2:6][CH2:7][C:8]2[C:16]3[C:11](=[CH:12][CH:13]=[C:14]([O:17][S:18]([C:21]([F:24])([F:22])[F:23])(=[O:20])=[O:19])[CH:15]=3)[N:10]([S:39]([C:36]3[CH:37]=[CH:38][C:33]([CH3:43])=[CH:34][CH:35]=3)(=[O:41])=[O:40])[CH:9]=2)[C:1](=[O:30])[C:2]2=[CH:29][CH:28]=[CH:27][CH:26]=[C:3]12 |f:1.2|. Product: C1(C=2C(C(N1CCC1=CN(C3=CC=C(C=C13)OS(=O)(=O)C(F)(F)F)S(=O)(=O)C1=CC=C(C=C1)C)=O)=CC=CC2)=O (3-(2-Phthalimidoethyl)-1-(p-toluenesulfonyl)-5-(trifluoromethanesulfonyl-oxy)-1H-indole). Reaction conditions: time 5 minute. Isolated yield 60.1%. The reactants are C1(C=2C(C(N1CCC1=CNC3=CC=C(C=C13)OS(=O)(=O)C(F)(F)F)=O)=CC=CC2)=O (3-(2-Phthalimidoethyl)-5-trifluoromethanesulfonyloxy-1H-indole), [H-].[Na+] (sodium hydride), C1(=CC=C(C=C1)S(=O)(=O)Cl)C (p-Toluenesulfonyl chloride). Run in C(C)#N (acetonitrile). Procedure: To a solution of 3-(2-phthalimidoethyl)-5-trifluoromethanesulfonyloxy-1H-indole (Example 10) (0.640 g, 1.46 mmol) in anhydrous acetonitrile (15 mL) was added sodium hydride (60% dispersion in mineral oil, 0.335 g, 23.3 mmol) and the resulting mixture was stirred at room temperature under argon for 5 minutes. p-Toluenesulfonyl chloride (0.333 g, 1.75 mmol) was then added and the mixture stirred at room temperature for 2 hours. After quenching with water (20 mL), the mixture was extracted with eth...